Task: describe an organic reaction: reactants, conditions, products, and yield. Dataset: the Open Reaction Database (ORD), a public repository of structured organic reaction records Starting materials: [N+](=O)([O-])C1=C(CC2=NNC3=C2C(N(C=2N=CC=CC32)C3=CC=CC=C3)=O)C=CC=C1 (3-(2-nitrobenzyl)-5-phenyl-1H-pyrazolo [4,3-c][1,8]naphthyridin-4 (5H)-one). Reagents/catalysts: [C].[Pd] (carbon palladium). The solvent is CN(C)C=O (DMF), CO (methanol). Run at time 8 hour. The product is NC1=C(CC2=NNC3=C2C(N(C=2N=CC=CC32)C3=CC=CC=C3)=O)C=CC=C1 (3-(2-aminobenzyl)-5-phenyl-1H-pyrazolo[4,3-c][1,8]naphthyridin-4 (5H)-one). Isolated yield 100.0%. RXN SMILES: [N+:1]([C:4]1[CH:30]=[CH:29][CH:28]=[CH:27][C:5]=1[CH2:6][C:7]1[C:11]2[C:12](=[O:26])[N:13]([C:20]3[CH:25]=[CH:24][CH:23]=[CH:22][CH:21]=3)[C:14]3[N:15]=[CH:16][CH:17]=[CH:18][C:19]=3[C:10]=2[NH:9][N:8]=1)([O-])=O>CN(C=O)C.CO.[C].[Pd]>[NH2:1][C:4]1[CH:30]=[CH:29][CH:28]=[CH:27][C:5]=1[CH2:6][C:7]1[C:11]2[C:12](=[O:26])[N:13]([C:20]3[CH:25]=[CH:24][CH:23]=[CH:22][CH:21]=3)[C:14]3[N:15]=[CH:16][CH:17]=[CH:18][C:19]=3[C:10]=2[NH:9][N:8]=1 |f:3.4|. Procedure: To a solution of 3-(2-nitrobenzyl)-5-phenyl-1H-pyrazolo [4,3-c][1,8]naphthyridin-4 (5H)-one (376 mg, 0.95 mmol, prepared in Example 26) in DMF (20 ml) and methanol (20 ml) was added activated carbon-palladium (38 mg), the mixture was stirred under hydrogen atmosphere overnight, and filtered. After methanol was distilled off, the resultant solution was admixed with water, and filtered to give precipitates which were dried to afford 3-(2-aminobenzyl)-5-phenyl-1H-pyrazolo[4,3-c][1,8]naphthyridin-4 ... Reactants: Cl, COC(=O)CCc1cc(-n2nc3ccc(C(F)(F)F)cc3n2)c(O)c(C(C)(C)c2ccccc2F)c1, [Na+], [OH-]. Yields the product CC(C)(c1ccccc1F)c1cc(CCC(=O)O)cc(-n2nc3ccc(C(F)(F)F)cc3n2)c1O. RXN SMILES: [ClH:37].[F:1][C:2]([c:3]1[cH:4][c:5]2[c:6]([n:7][n:8](-[c:10]3[cH:11][c:12]([CH2:13][CH2:14][C:15](=[O:16])[O:17][CH3:18])[cH:19][c:20]([C:23]([CH3:24])([CH3:25])[c:26]4[c:27]([F:32])[cH:28][cH:29][cH:30][cH:31]4)[c:21]3[OH:22])[n:9]2)[cH:33][cH:34]1)([F:35])[F:36].[Na+:39].[OH-:38]>>[F:1][C:2]([c:3]1[cH:4][c:5]2[c:6]([n:7][n:8](-[c:10]3[cH:11][c:12]([CH2:13][CH2:14][C:15](=[O:16])[OH:17])[cH:19][c:20]([C:23]([CH3:24])([CH3:25])[c:26]4[c:27]([F:32])[cH:28][cH:29][cH:30][cH:31]4)[c:21]3[OH:22])[n:9]2)[cH:33][cH:34]1)([F:35])[F:36]. The yield is 33.1%. Yields the product COC([C@H](CC1CCCCC1)N1C(C=C(C1)OC1=C(C=C(C=C1)Cl)Cl)=O)=O ((S)-3-cyclohexyl-2-[4-(2,4-dichloro-phenoxy)-2-oxo-2,5-dihydro-pyrrol-1-yl]-propionic acid methyl ester). Procedure details: To a stirred solution of (S)-2-amino-3-cyclohexyl-propionic acid methyl ester (0.690 g, 0.004 mol) in N,N-dimethylformamide (10 mL) was added N,N-diisopropylethylamine (2.1 g, 0.016 mol) slowly at room temperature, under nitrogen. The resulting mixture was stirred for 5 min and then treated with (E)-4-bromo-3-(2,4-dichloro-phenoxy)-but-2-enoic acid ethyl ester (1.20 g, 0.003 mol) and the reaction mixture was heated at 110° C.-120° C. for 16 h. After this time, ice water was added and the resulti... The solvent is CN(C=O)C (N,N-dimethylformamide). Reaction SMILES: [CH3:1][O:2][C:3](=[O:13])[C@@H:4]([NH2:12])[CH2:5][CH:6]1[CH2:11][CH2:10][CH2:9][CH2:8][CH2:7]1.C(N(CC)C(C)C)(C)C.C([O:25][C:26](=O)/[CH:27]=[C:28](/[O:31][C:32]1[CH:37]=[CH:36][C:35]([Cl:38])=[CH:34][C:33]=1[Cl:39])\[CH2:29]Br)C>CN(C)C=O>[CH3:1][O:2][C:3](=[O:13])[C@@H:4]([N:12]1[CH2:29][C:28]([O:31][C:32]2[CH:37]=[CH:36][C:35]([Cl:38])=[CH:34][C:33]=2[Cl:39])=[CH:27][C:26]1=[O:25])[CH2:5][CH:6]1[CH2:11][CH2:10][CH2:9][CH2:8][CH2:7]1. Reactants: COC([C@H](CC1CCCCC1)N)=O ((S)-2-amino-3-cyclohexyl-propionic acid methyl ester), C(C)(C)N(C(C)C)CC (N,N-diisopropylethylamine), ice water, C(C)OC(\C=C(/CBr)\OC1=C(C=C(C=C1)Cl)Cl)=O ((E)-4-bromo-3-(2,4-dichloro-phenoxy)-but-2-enoic acid ethyl ester). Conditions: time 5 minute. The reactants are Cc1noc(-c2ccc(Br)cc2)c1N, [BH3-]C#N, Cc1ccccc1, CC(C=O)Cc1ccc(C(C)C)cc1, [Na+]. Product: Cc1noc(-c2ccc(Br)cc2)c1NCC(C)Cc1ccc(C(C)C)cc1. As a reaction SMILES: [Br:1][c:2]1[cH:3][cH:4][c:5](-[c:8]2[c:9]([NH2:14])[c:10]([CH3:13])[n:11][o:12]2)[cH:6][cH:7]1.[C:29]([BH3-:30])#[N:31].[CH3:33][c:34]1[cH:35][cH:36][cH:37][cH:38][cH:39]1.[CH:15]([CH3:16])([CH3:17])[c:18]1[cH:19][cH:20][c:21]([CH2:24][CH:25]([CH:26]=[O:27])[CH3:28])[cH:22][cH:23]1.[Na+:32]>>[Br:1][c:2]1[cH:3][cH:4][c:5](-[c:8]2[c:9]([NH:14][CH2:26][CH:25]([CH2:24][c:21]3[cH:20][cH:19][c:18]([CH:15]([CH3:16])[CH3:17])[cH:23][cH:22]3)[CH3:28])[c:10]([CH3:13])[n:11][o:12]2)[cH:6][cH:7]1. Reactants: C(CCC)OC1=C2C3=C(C(=NC2=CC=N1)C(=C)C)C=CC(=C3)F (1-butoxy-9-fluoro-6-isopropenylbenzo[c]-1,6-naphthyridine), C[N+]1(CCOCC1)[O-] (4-methylmorpholine 4-oxide), C[N+]1(CCOCC1)[O-] (NMO). The reagents and catalysts are [Os](=O)(=O)(=O)=O (osmium tetroxide). Run in O1CCCC1 (tetrahydrofuran), O (water), O (water), O1CCCC1 (tetrahydrofuran). Conditions: time 1 hour. Product: C(CCC)OC1=C2C3=C(C(=NC2=CC=N1)C(C)=O)C=CC(=C3)F (1-(1-butoxy-9-fluorobenzo[c]-1,6-naphthyridin-6-yl)ethanone). RXN SMILES: [CH2:1]([O:5][C:6]1[N:15]=[CH:14][CH:13]=[C:12]2[C:7]=1[C:8]1[CH:22]=[C:21]([F:23])[CH:20]=[CH:19][C:9]=1[C:10]([C:16](C)=[CH2:17])=[N:11]2)[CH2:2][CH2:3][CH3:4].C[N+]1([O-])CC[O:28]CC1>O1CCCC1.O.[Os](=O)(=O)(=O)=O>[CH2:1]([O:5][C:6]1[N:15]=[CH:14][CH:13]=[C:12]2[C:7]=1[C:8]1[CH:22]=[C:21]([F:23])[CH:20]=[CH:19][C:9]=1[C:10]([C:16](=[O:28])[CH3:17])=[N:11]2)[CH2:2][CH2:3][CH3:4]. Reported procedure: To a stirred solution of 1-butoxy-9-fluoro-6-isopropenylbenzo[c]-1,6-naphthyridine (100 mg, 0.320 mmol) in tetrahydrofuran (1.0 ml) and water (0.25 ml) was added 4-methylmorpholine 4-oxide (NMO) (39.6 mg, 0.338 mmol) followed by osmium tetroxide (525 uL of a 4 wt % aqueous solution. The reaction mixture was stirred at room temperature for 1 hr. Additional tetrahydrofuran (1.0 ml) and water (0.25 ml) were added, followed by an additional portion of NMO (39.6 mg, 0.338 mmol). The reaction mixture ... The reactants are C(C=CC1=CC=CC=C1)(=O)N1CCN(CC1)C=O (1-Cinnamoyl-4-formylpiperazine). Solvent: C(Cl)(Cl)Cl (chloroform). Product: C(C=CC1=CC=CC=C1)(=O)N1CCNCC1 (1-cinnamoylpiperazine). RXN SMILES: [C:1]([N:11]1[CH2:16][CH2:15][N:14](C=O)[CH2:13][CH2:12]1)(=[O:10])[CH:2]=[CH:3][C:4]1[CH:9]=[CH:8][CH:7]=[CH:6][CH:5]=1>C(Cl)(Cl)Cl>[C:1]([N:11]1[CH2:12][CH2:13][NH:14][CH2:15][CH2:16]1)(=[O:10])[CH:2]=[CH:3][C:4]1[CH:5]=[CH:6][CH:7]=[CH:8][CH:9]=1. Procedure details: 1-Cinnamoyl-4-formylpiperazine (1.22 g) was dissolved in chloroform (8 mL), and the atmosphere was purged with nitrogen. Under stirring of the solution in an ice-water bath, a liquid mixture (concentrated hydrochloric acid:methanol=1:4) (5 mL) was added thereto. The mixture was stirred at room temperature for 20 hours and 30 minutes and in a 60° C.-water bath for one hour. Further, under stirring of the mixture in an ice-water bath, the same liquid mixture as described above (concentrated hydroc... Starting materials: FC1=CC=C(C=C1)C1=NNC2=CC=C(C=C12)C(=O)O (3-(4-fluorophenyl)-1H-5-indazolecarboxylic acid), N1=CC(=CC=C1)CN (3-picolylamine). Run at time 4 day. The yield is 53.8%. The product is N1=CC(=CC=C1)CNC(=O)C=1C=C2C(=NNC2=CC1)C1=CC=C(C=C1)F (N5-(3-Pyridylmethyl)-3-(4-fluorophenyl)-1H-5-indazolecarboxamide). As a reaction SMILES: [F:1][C:2]1[CH:7]=[CH:6][C:5]([C:8]2[C:16]3[C:11](=[CH:12][CH:13]=[C:14]([C:17]([OH:19])=O)[CH:15]=3)[NH:10][N:9]=2)=[CH:4][CH:3]=1.[N:20]1[CH:25]=[CH:24][CH:23]=[C:22]([CH2:26][NH2:27])[CH:21]=1>CN(C)C=O.Cl.C(N=C=NCCCN(C)C)C>[N:20]1[CH:25]=[CH:24][CH:23]=[C:22]([CH2:26][NH:27][C:17]([C:14]2[CH:15]=[C:16]3[C:11](=[CH:12][CH:13]=2)[NH:10][N:9]=[C:8]3[C:5]2[CH:4]=[CH:3][C:2]([F:1])=[CH:7][CH:6]=2)=[O:19])[CH:21]=1 |f:3.4|. Procedure: To a solution of 150 mg of 3-(4-fluorophenyl)-1H-5-indazolecarboxylic acid produced in Production Example I-14 in 2.5 ml dimethylformamide were added a solution of 70 mg of 3-picolylamine in 0.5 ml dimethylformamide and 124 mg of 1-ethyl-3-(3-dimethylaminopropyl)carbodiimide hydrochloride (═WSC.HCl), and the mixture was stirred at room temperature for four days. After removing the solvent by distillation, the residue was dissolved in 25 ml of ethyl acetate. The mixture was sequentially washed wi... Solvent: CN(C=O)C (dimethylformamide), CN(C=O)C (dimethylformamide), Cl.C(C)N=C=NCCCN(C)C (1-ethyl-3-(3-dimethylaminopropyl)carbodiimide hydrochloride).